Task: describe an organic reaction: reactants, conditions, products, and yield. Dataset: the Open Reaction Database (ORD), a public repository of structured organic reaction records Reactants: C1(CC1)N1C=CC2=C(C=C(C=C12)C(=O)OCC)OC (ethyl 1-cyclopropyl-4-methoxy-1H-indole-6-carboxylate), C(C)I (EtI). The product is C1(CC1)N1C=CC2=C(C=C(C=C12)C(=O)OCC)OCC (Ethyl 1-cyclopropyl-4-ethoxy-1H-indole-6-carboxylate). As a reaction SMILES: [CH:1]1([N:4]2[C:12]3[C:7](=[C:8]([O:18][CH3:19])[CH:9]=[C:10]([C:13]([O:15][CH2:16][CH3:17])=[O:14])[CH:11]=3)[CH:6]=[CH:5]2)[CH2:3][CH2:2]1.[CH2:20](I)C>>[CH:1]1([N:4]2[C:12]3[C:7](=[C:8]([O:18][CH2:19][CH3:20])[CH:9]=[C:10]([C:13]([O:15][CH2:16][CH3:17])=[O:14])[CH:11]=3)[CH:6]=[CH:5]2)[CH2:2][CH2:3]1. Reported procedure: The compound was prepared according to the procedure for ethyl 1-cyclopropyl-4-methoxy-1H-indole-6-carboxylate but using EtI in place of MeI. The reactants are CC(C)Oc1ccc(-c2nnc(-c3cccc4c3CCC4N(CC(=O)O)C(=O)OC(C)(C)C)s2)cc1C#N, C1COCCO1, Cl. The product is CC(C)Oc1ccc(-c2nnc(-c3cccc4c3CCC4NCC(=O)O)s2)cc1C#N. Reaction SMILES: [C:1]([O:2][C:3](=[O:4])[N:8]([CH2:9][C:10](=[O:11])[OH:12])[CH:13]1[CH2:14][CH2:15][c:16]2[c:17](-[c:22]3[s:23][c:24](-[c:27]4[cH:28][c:29]([C:37]#[N:38])[c:30]([O:33][CH:34]([CH3:35])[CH3:36])[cH:31][cH:32]4)[n:25][n:26]3)[cH:18][cH:19][cH:20][c:21]21)([CH3:5])([CH3:6])[CH3:7].[CH2:40]1[O:41][CH2:42][CH2:43][O:44][CH2:45]1.[ClH:39]>>[NH:8]([CH2:9][C:10](=[O:11])[OH:12])[CH:13]1[CH2:14][CH2:15][c:16]2[c:17](-[c:22]3[s:23][c:24](-[c:27]4[cH:28][c:29]([C:37]#[N:38])[c:30]([O:33][CH:34]([CH3:35])[CH3:36])[cH:31][cH:32]4)[n:25][n:26]3)[cH:18][cH:19][cH:20][c:21]21. Reactants: C1(CCC1)C=1SC=C(N1)\C=C\C1=CC(=CC=C1)[N+](=O)[O-] ((E)-2-cyclobutyl-4-[2-(3-nitrophenyl)ethenyl]thiazole), O.O.[Sn](Cl)Cl (tin(II) chloride dihydrate), [OH-].[Na+] (sodium hydroxide). Run in ice water, C(C)O (ethyl alcohol). The product is C1(CCC1)C=1SC=C(N1)/C=C/C=1C=C(C=CC1)N ((E)-3-[2-[2-Cyclobutyl-4-thiazolyl]ethenyl]phenylamine). Yield: 111.7%. Reaction SMILES: [CH:1]1([C:5]2[S:6][CH:7]=[C:8](/[CH:10]=[CH:11]/[C:12]3[CH:17]=[CH:16][CH:15]=[C:14]([N+:18]([O-])=O)[CH:13]=3)[N:9]=2)[CH2:4][CH2:3][CH2:2]1.O.O.[Sn](Cl)Cl.[OH-].[Na+]>C(O)C>[CH:1]1([C:5]2[S:6][CH:7]=[C:8](/[CH:10]=[CH:11]/[C:12]3[CH:13]=[C:14]([NH2:18])[CH:15]=[CH:16][CH:17]=3)[N:9]=2)[CH2:4][CH2:3][CH2:2]1 |f:1.2.3,4.5|. Reported procedure: A mixture of 0.3 g of (E)-2-cyclobutyl-4-[2-(3-nitrophenyl)ethenyl]thiazole, 0.9 g of tin(II) chloride dihydrate and 50 ml of ethyl alcohol was heated to reflux for 16 hr. The mixture was then diluted with ice water and basified with an excess of 3N sodium hydroxide. This mixture was extracted with methylene chloride and the combined extracts were washed with water followed with brine and then dried (MgSO4). Condensation in vacuo yielded 0.3 g of (E)-3-[2-[2-Cyclobutyl-4-thiazolyl]ethenyl]phenyl... Reactants: CC1=CC=C(C=C1)OC (4-methylanisole), ON1N=NC2=C1C=CC=C2 (1-hydroxy-1H-benzotriazole). Product: COC1=CC=C(C=O)C=C1 (4-methoxybenzaldehyde). Reported procedure: 195 mg (1.60 mmol) of 4-methylanisole were reacted analogously to Example 1 in the presence of 24.3 mg (0.180 mmol) of 1-hydroxy-1H-benzotriazole. After a reaction time of 22 hours, the reaction solution was extracted with chloroform and examined by NMR spectroscopy. Yield 48% of 4-methoxybenzaldehyde (approx. 90%, based on conversion). Reaction SMILES: [CH3:1][C:2]1[CH:7]=[CH:6][C:5]([O:8][CH3:9])=[CH:4][CH:3]=1.[OH:10]N1C2C=CC=CC=2N=N1>>[CH3:9][O:8][C:5]1[CH:6]=[CH:7][C:2]([CH:1]=[O:10])=[CH:3][CH:4]=1. Yield: 48.0%.